From a dataset of the Open Reaction Database (ORD), a public repository of structured organic reaction records. describe an organic reaction: reactants, conditions, products, and yield Starting materials: O=C([O-])[O-], Cl, Cc1cc(F)ccc1[N+](=O)[O-], [K+], [K+], CN(C)C=O, Cc1cc(O)n[nH]1. Product: Cc1cc(Oc2ccc([N+](=O)[O-])c(C)c2)n[nH]1. As a reaction SMILES: [C:1](=[O:2])([O-:3])[O-:4].[ClH:25].[F:14][c:15]1[cH:16][cH:17][c:18]([N+:22](=[O:23])[O-:24])[c:19]([CH3:21])[cH:20]1.[K+:5].[K+:6].[O:26]=[CH:27][N:28]([CH3:29])[CH3:30].[OH:7][c:8]1[n:9][nH:10][c:11]([CH3:13])[cH:12]1>>[O:7]([c:8]1[n:9][nH:10][c:11]([CH3:13])[cH:12]1)[c:15]1[cH:16][cH:17][c:18]([N+:22](=[O:23])[O-:24])[c:19]([CH3:21])[cH:20]1.